Dataset: the Open Reaction Database (ORD), a public repository of structured organic reaction records. Task: describe an organic reaction: reactants, conditions, products, and yield The reactants are ester, [H-].[Al+3].[Li+].[H-].[H-].[H-] (lithium aluminum hydride), O=C1CCC(CC1)C(=O)OCC (ethyl 4-oxocyclohexanecarboxylate), C(C)OCC (diethyl ether), C(C)OCC (diethyl ether). Product: C(C)OC(=O)C1CCC(CC1)=C (4-Methylenecyclohexanecarboxylic acid ethyl ester). RXN SMILES: [H-].[Al+3].[Li+].[H-].[H-].[H-].O=[C:8]1[CH2:13][CH2:12][CH:11]([C:14]([O:16][CH2:17][CH3:18])=[O:15])[CH2:10][CH2:9]1.[CH2:19](OCC)C>>[CH2:17]([O:16][C:14]([CH:11]1[CH2:12][CH2:13][C:8](=[CH2:19])[CH2:9][CH2:10]1)=[O:15])[CH3:18] |f:0.1.2.3.4.5|. Procedure: 4-Methylenecyclohexanecarboxylic acid ethyl ester is prepared from the Wittig reaction on ethyl 4-oxocyclohexanecarboxylate using Method 3. This ester is reduced to compound III-5 according to the following procedure: To a solution of lithium aluminum hydride (4.0 equiv) in diethyl ether (1.0 M with respect to hydride) is added ethyl 4-oxocyclohexanecarboxylate in diethyl ether (2.0 M with respect to ester). The reaction is heated to reflux for 2 h after which it is cooled in an ice bath and que...